Dataset: the Open Reaction Database (ORD), a public repository of structured organic reaction records. Task: describe an organic reaction: reactants, conditions, products, and yield The reactants are C1(=CC=CC=C1)C1=NN2C(C=CC=C2)=C1C=O (2-phenylpyrazolo[1,5-a]pyridine-3-carbaldehyde), Cl.NO (hydroxylamine hydrochloride). Run in C(C)O (ethanol). The product is Cl.C1(=CC=CC=C1)C1=NN2C(C=CC=C2)=C1C=NO (2-phenylpyrazolo[1,5-a]pyridine-3-carbaldehyde oxime hydrochloride). The yield is 45.5%. RXN SMILES: [C:1]1([C:7]2[C:15]([CH:16]=O)=[C:10]3[CH:11]=[CH:12][CH:13]=[CH:14][N:9]3[N:8]=2)[CH:6]=[CH:5][CH:4]=[CH:3][CH:2]=1.[ClH:18].[NH2:19][OH:20]>C(O)C>[ClH:18].[C:1]1([C:7]2[C:15]([CH:16]=[N:19][OH:20])=[C:10]3[CH:11]=[CH:12][CH:13]=[CH:14][N:9]3[N:8]=2)[CH:6]=[CH:5][CH:4]=[CH:3][CH:2]=1 |f:1.2,4.5|. Procedure: A mixture of 2-phenylpyrazolo[1,5-a]pyridine-3-carbaldehyde (0.5 g) and hydroxylamine hydrochloride (0.17 g) in ethanol (5 ml) was refluxed for 1.5 hours and evaporated in vacuo. The residue was triturated with ethyl acetate and recrystallized from a mixture of ethanol and ethyl acetate to give 2-phenylpyrazolo[1,5-a]pyridine-3-carbaldehyde oxime hydrochloride (0.28 g). The reactants are COc1cc2c(-c3cc4c(CN5CC(NC(=O)OC(C)(C)C)C5)ccnc4[nH]3)cn(C)c2cc1OC, CO, ClCCl, Cl, [Na+], [OH-], O. Yields the product COc1cc2c(-c3cc4c(CN5CC(N)C5)ccnc4[nH]3)cn(C)c2cc1OC. Reaction SMILES: [C:2]([O:3][C:4](=[O:5])[NH:8][CH:9]1[CH2:10][N:11]([CH2:13][c:14]2[c:15]3[c:16]([n:17][cH:18][cH:19]2)[nH:20][c:21](-[c:23]2[cH:24][n:25]([CH3:36])[c:26]4[cH:27][c:28]([O:34][CH3:35])[c:29]([O:32][CH3:33])[cH:30][c:31]24)[cH:22]3)[CH2:12]1)([CH3:6])([CH3:7])[CH3:37].[CH3:40][OH:41].[Cl:42][CH2:43][Cl:44].[ClH:1].[Na+:39].[OH-:38].[OH2:45]>>[NH2:8][CH:9]1[CH2:10][N:11]([CH2:13][c:14]2[c:15]3[c:16]([n:17][cH:18][cH:19]2)[nH:20][c:21](-[c:23]2[cH:24][n:25]([CH3:36])[c:26]4[cH:27][c:28]([O:34][CH3:35])[c:29]([O:32][CH3:33])[cH:30][c:31]24)[cH:22]3)[CH2:12]1.